Dataset: the Open Reaction Database (ORD), a public repository of structured organic reaction records. Task: describe an organic reaction: reactants, conditions, products, and yield Reactants: ClC=1C=C2C(C(N(C2=CC1)C(=O)OC1=CC=CC=C1)=O)(OC(=O)OC1=CC=CC=C1)C=1C(=NC=CC1)OCC (phenyl 5-chloro-3-(2-ethoxypyridin-3-yl)-2-oxo-3-phenoxycarbonyloxy-2,3-dihydroindole-1-carboxylate), CN1CCC(CC1)N1CCNCC1 (1-(1-methylpiperidin-4-yl)piperazine), C1CCOC1 (THF). Run in ClCCl (dichloromethane). Conditions: time 72 hour. The product is CN1CCC(CC1)N1CCN(CC1)C(=O)OC1(C(NC2=CC=C(C=C12)Cl)=O)C=1C(=NC=CC1)OCC (5-Chloro-3-(2-ethoxypyridin-3-yl)-2-oxo-2,3-dihydro-1H-indol-3-yl 4-(1-methylpiperidin-4-yl)piperazine-1-carboxylate). Yield: 79.0%. As a reaction SMILES: [Cl:1][C:2]1[CH:3]=[C:4]2[C:8](=[CH:9][CH:10]=1)[N:7](C(OC1C=CC=CC=1)=O)[C:6](=[O:20])[C:5]2([C:31]1[C:32]([O:37][CH2:38][CH3:39])=[N:33][CH:34]=[CH:35][CH:36]=1)[O:21][C:22]([O:24]C1C=CC=CC=1)=O.[CH3:40][N:41]1[CH2:46][CH2:45][CH:44]([N:47]2[CH2:52][CH2:51][NH:50][CH2:49][CH2:48]2)[CH2:43][CH2:42]1.C1COCC1>ClCCl>[CH3:40][N:41]1[CH2:42][CH2:43][CH:44]([N:47]2[CH2:52][CH2:51][N:50]([C:22]([O:21][C:5]3([C:31]4[C:32]([O:37][CH2:38][CH3:39])=[N:33][CH:34]=[CH:35][CH:36]=4)[C:4]4[C:8](=[CH:9][CH:10]=[C:2]([Cl:1])[CH:3]=4)[NH:7][C:6]3=[O:20])=[O:24])[CH2:49][CH2:48]2)[CH2:45][CH2:46]1. Procedure: A mixture of 1.29 g (2.37 mmol) of phenyl 5-chloro-3-(2-ethoxypyridin-3-yl)-2-oxo-3-phenoxycarbonyloxy-2,3-dihydroindole-1-carboxylate, 1.73 g (9.46 mmol) of 1-(1-methylpiperidin-4-yl)piperazine and 10 ml of dry THF was stirred at room temperature for 72 hours. The reaction mixture was diluted with dichloromethane and extracted with water and saturated sodium chloride solution. The organic phase was dried over magnesium sulfate and concentrated under reduced pressure. The residue was stirred wit... Starting materials: CCOCCO, COc1cc2ncc(C#N)c(Cl)c2cc1OC, Cl, Cc1c(N)cccc1C(=O)O, c1ccncc1. Product: COc1cc2ncc(C#N)c(Nc3cccc(C(=O)O)c3C)c2cc1OC. As a reaction SMILES: [CH3:36][CH2:37][O:38][CH2:39][CH2:40][OH:41].[Cl:1][c:2]1[c:3]([C:16]#[N:17])[cH:4][n:5][c:6]2[cH:7][c:8]([O:14][CH3:15])[c:9]([O:12][CH3:13])[cH:10][c:11]12.[ClH:18].[NH2:25][c:26]1[c:27]([CH3:35])[c:28]([C:29](=[O:30])[OH:31])[cH:32][cH:33][cH:34]1.[n:19]1[cH:20][cH:21][cH:22][cH:23][cH:24]1>>[c:2]1([NH:25][c:26]2[c:27]([CH3:35])[c:28]([C:29](=[O:30])[OH:31])[cH:32][cH:33][cH:34]2)[c:3]([C:16]#[N:17])[cH:4][n:5][c:6]2[cH:7][c:8]([O:14][CH3:15])[c:9]([O:12][CH3:13])[cH:10][c:11]12. Starting materials: C(C)(=O)[O-].[K+] (potassium acetate), C(C)(C)(CC(C)(C)C)N (tert.octylamine), C1[C@@H]2N(C1=O)[C@H](/C(=C/CO)/O2)C(=O)O (clavulanic acid), C(C)(=O)[O-].[K+] (potassium acetate), C1[C@@H]2N(C1=O)[C@H](/C(=C/CO)/O2)C(=O)O (clavulanic acid). The solvent is C(C(C)C)O (iso-butanol), O (water), C(C)(=O)O (acetic acid), C(C(C)C)O (iso-butanol), O (water). Reaction conditions: time 15 minute. The product is C1[C@@H]2N(C1=O)[C@H](/C(=C/CO)/O2)C(=O)[O-].[K+] (Potassium clavulanate). Reaction SMILES: C(N)(CC(C)(C)C)(C)C.[CH2:10]1[C:13](=[O:14])[N:12]2[C@@H:15]([C:21]([OH:23])=[O:22])/[C:16](/[O:20][C@H:11]12)=[CH:17]/[CH2:18][OH:19].C([O-])(=O)C.[K+:28]>C(O)C(C)C.O.C(O)(=O)C>[CH2:10]1[C:13](=[O:14])[N:12]2[C@@H:15]([C:21]([O-:23])=[O:22])/[C:16](/[O:20][C@H:11]12)=[CH:17]/[CH2:18][OH:19].[K+:28] |f:2.3,7.8|. Reported procedure: 5.5 g of the tert.octylamine salt of clavulanic acid are dissolved in 55 ml of iso-butanol containing 3.0% of water at a temperature of about 35°. 2.1 g of potassium acetate are dissolved in 55 ml of iso-butanol containing 0.25 ml of water and 0.2 ml of acetic acid. 6.0 ml of the potassium acetate solution are added dropwise to the solution of the clavulanic acid. 0.32 g of active carbon (Norit CG 1) are added. The suspension is stirred for ca. 15 minutes, filtrated and the filter is washed with... The reactants are ClC1=NC=C(C(=O)O)C=C1 (6-chloro-nicotinic acid), C(=O)(N1C=NC=C1)N1C=NC=C1 (1,1'-carbonyldiimidazole), C(CC1=CC=CC=C1)N (phenethylamine). Run in CN(C=O)C (N,N-dimethylformamide), O1CCCC1 (tetrahydrofuran). Conditions: time 4 hour. The product is C(CC1=CC=CC=C1)NC(=O)C=1C=NC(=CC1)Cl (6-chloro-pyridine-3-carboxylic acid phenethyl-amide). Yield: 71.9%. RXN SMILES: [Cl:1][C:2]1[CH:10]=[CH:9][C:5]([C:6]([OH:8])=O)=[CH:4][N:3]=1.C(N1C=CN=C1)(N1C=CN=C1)=O.[CH2:23]([NH2:31])[CH2:24][C:25]1[CH:30]=[CH:29][CH:28]=[CH:27][CH:26]=1>CN(C)C=O.O1CCCC1>[CH2:23]([NH:31][C:6]([C:5]1[CH:4]=[N:3][C:2]([Cl:1])=[CH:10][CH:9]=1)=[O:8])[CH2:24][C:25]1[CH:30]=[CH:29][CH:28]=[CH:27][CH:26]=1. Procedure: A solution of 10 g of 6-chloro-nicotinic acid in 80 ml of N,N-dimethylformamide and 160 ml of tetrahydrofuran was treated with 10.75 g of 1,1'-carbonyldiimidazole and stirred at room temperature for 4 h. Thereafter, the reaction mixture was treated with 8.76 g of phenethylamine and stirred at 70° C. for a further 2 h. The mixture was cooled to room temperature, evaporated to dryness and the residue was taken up in 200 ml of dichloromethane. The organic phase was washed three times with 50 ml of ... Starting materials: NC1(CCCC1)C(=O)O (1-amino-1-carboxycyclopentane), C([O-])(O)=O.[Na+] (sodium bicarbonate), ClC(=O)OCC (ethyl chloroformate). The solvent is C(C)OCC (diethyl ether). Conditions: time 6 hour. Product: C(C)OC(=O)NC1(CCCC1)C(=O)O (1-ethoxycarbonylamino-1-carboxycyclopentane). Reaction SMILES: [NH2:1][C:2]1([C:7]([OH:9])=[O:8])[CH2:6][CH2:5][CH2:4][CH2:3]1.C(=O)(O)[O-].[Na+].Cl[C:16]([O:18][CH2:19][CH3:20])=[O:17]>C(OCC)C>[CH2:19]([O:18][C:16]([NH:1][C:2]1([C:7]([OH:9])=[O:8])[CH2:6][CH2:5][CH2:4][CH2:3]1)=[O:17])[CH3:20] |f:1.2|. Procedure: To an aqueous solution (35 ml) of 1-amino-1-carboxycyclopentane (1.29 g; 10 mmol) and sodium bicarbonate (1.85 g; 22 mmol), a solution of ethyl chloroformate (1.30 g; 12 mmol) in diethyl ether (10 ml) was added at room temperature and followed by stirring for 6 hours. The organic layer was separated from the aqueous layer and extracted with a saturated aqueous solution of sodium bicarbonate. The combined aqueous layers were acidified with conc. hydrochloric acid and extracted with chloroform. Th... Starting materials: BrC1=CC2=C(C(NC=C2)=O)S1 (2-bromo-6H-thieno[2,3-c]pyridin-7-one), C(C)O (ethanol), ClC1=CC=C(C=C1)B(O)O (4-chlorophenylboronic acid), C([O-])([O-])=O.[Na+].[Na+] (sodium carbonate). Reagents/catalysts: C=1C=CC(=CC1)[P](C=2C=CC=CC2)(C=3C=CC=CC3)[Pd]([P](C=4C=CC=CC4)(C=5C=CC=CC5)C=6C=CC=CC6)([P](C=7C=CC=CC7)(C=8C=CC=CC8)C=9C=CC=CC9)[P](C=1C=CC=CC1)(C=1C=CC=CC1)C=1C=CC=CC1 (tetrakis(triphenylphosphine)palladium). Solvent: COCCOC (1,2-dimethoxyethane), O (water). Reaction conditions: temperature 85 celsius. Product: ClC1=CC=C(C=C1)C1=CC2=C(C(NC=C2)=O)S1 (2-(4-Chloro-phenyl)-6H-thieno[2,3-c]pyridin-7-one). Yield: 89.3%. Reaction SMILES: Br[C:2]1[S:11][C:5]2[C:6](=[O:10])[NH:7][CH:8]=[CH:9][C:4]=2[CH:3]=1.[Cl:12][C:13]1[CH:18]=[CH:17][C:16](B(O)O)=[CH:15][CH:14]=1.C(=O)([O-])[O-].[Na+].[Na+].C(O)C>C1C=CC([P]([Pd]([P](C2C=CC=CC=2)(C2C=CC=CC=2)C2C=CC=CC=2)([P](C2C=CC=CC=2)(C2C=CC=CC=2)C2C=CC=CC=2)[P](C2C=CC=CC=2)(C2C=CC=CC=2)C2C=CC=CC=2)(C2C=CC=CC=2)C2C=CC=CC=2)=CC=1.O.COCCOC>[Cl:12][C:13]1[CH:18]=[CH:17][C:16]([C:2]2[S:11][C:5]3[C:6](=[O:10])[NH:7][CH:8]=[CH:9][C:4]=3[CH:3]=2)=[CH:15][CH:14]=1 |f:2.3.4,^1:34,36,55,74|. Procedure: Combine 2-bromo-6H-thieno[2,3-c]pyridin-7-one (25.0 g, 108.7 mmol), 4-chlorophenylboronic acid (18.7 g, 119.5 mmol), sodium carbonate (23.5 g, 217.3 mmol), ethanol (121 mL), 1,2-dimethoxyethane (604 mL), and water (121 mL). Purge the mixture with nitrogen for 20 min. Add tetrakis(triphenylphosphine)palladium (3.77 g, 3.26 mmol). Heat the reaction mixture at 85° C. overnight. Allow the reaction to cool to RT. Reduce the reaction solvent volume to half on a rotory evaporator. Filter the mixture wi...